From a dataset of the Open Reaction Database (ORD), a public repository of structured organic reaction records. describe an organic reaction: reactants, conditions, products, and yield The reactants are C(C)OC(C1=C(C=C(C=C1)C(F)(F)F)I)=O (2-iodo-4-trifluoromethylbenzoic acid ethyl ester), C(CCC)[Sn](C1=CN=NC=C1)(CCCC)CCCC (4-(tributylstannyl)pyridazine), [F-].[Cs+] (caesium fluoride). Reagents/catalysts: C=1C=CC(=CC1)[P](C=2C=CC=CC2)(C=3C=CC=CC3)[Pd]([P](C=4C=CC=CC4)(C=5C=CC=CC5)C=6C=CC=CC6)([P](C=7C=CC=CC7)(C=8C=CC=CC8)C=9C=CC=CC9)[P](C=1C=CC=CC1)(C=1C=CC=CC1)C=1C=CC=CC1 (tetrakis(triphenylphosphine)palladium), [Cu](I)I (copper iodide). The solvent is C(C)#N (acetonitrile). Run at temperature 45 celsius, time 16 hour. Yields the product N1=NC=C(C=C1)C1=C(C(=O)OCC)C=CC(=C1)C(F)(F)F (Ethyl 2-pyridazin-4-yl-4-(trifluoromethyl)benzoate). The yield is 81.3%. RXN SMILES: [CH2:1]([O:3][C:4](=[O:16])[C:5]1[CH:10]=[CH:9][C:8]([C:11]([F:14])([F:13])[F:12])=[CH:7][C:6]=1I)[CH3:2].C([Sn](CCCC)(CCCC)[C:22]1[CH:27]=[CH:26][N:25]=[N:24][CH:23]=1)CCC.[F-].[Cs+]>C(#N)C.C1C=CC([P]([Pd]([P](C2C=CC=CC=2)(C2C=CC=CC=2)C2C=CC=CC=2)([P](C2C=CC=CC=2)(C2C=CC=CC=2)C2C=CC=CC=2)[P](C2C=CC=CC=2)(C2C=CC=CC=2)C2C=CC=CC=2)(C2C=CC=CC=2)C2C=CC=CC=2)=CC=1.[Cu](I)I>[N:24]1[CH:23]=[CH:22][C:27]([C:6]2[CH:7]=[C:8]([C:11]([F:14])([F:13])[F:12])[CH:9]=[CH:10][C:5]=2[C:4]([O:3][CH2:1][CH3:2])=[O:16])=[CH:26][N:25]=1 |f:2.3,^1:44,46,65,84|. Procedure: To a solution of 2-iodo-4-trifluoromethylbenzoic acid ethyl ester (200 mg, 0.581 mmol) in acetonitrile (5 mL) was added 4-(tributylstannyl)pyridazine (214 mg, 0.581 mmol) and caesium fluoride (176 mg, 1.16 mmol). The solution was sparged with nitrogen before the addition of tetrakis(triphenylphosphine)palladium (0) (26 mg, 0.023 mmol) and copper iodide (22 mg, 0.116 mmol). The reaction mixture was sparged with nitrogen then heated at 45° C. for 2 hours. The reaction mixture was cooled to ambient... The reactants are BrCC1CC1, COc1cc(C)cc(C)c1-c1cccc2c(NC(=O)OC(C)(C)C)c(SC)nn12, CN(C)C=O, CCOC(C)=O, [H-], [Na+], O. The product is COc1cc(C)cc(C)c1-c1cccc2c(N(CC3CC3)C(=O)OC(C)(C)C)c(SC)nn12. RXN SMILES: [Br:32][CH2:33][CH:34]1[CH2:35][CH2:36]1.[CH3:1][O:2][c:3]1[c:4](-[c:11]2[cH:12][cH:13][cH:14][c:15]3[n:16]2[n:17][c:18]([S:28][CH3:29])[c:19]3[NH:20][C:21]([O:22][C:23]([CH3:24])([CH3:25])[CH3:26])=[O:27])[c:5]([CH3:10])[cH:6][c:7]([CH3:9])[cH:8]1.[CH3:38][N:39]([CH3:40])[CH:41]=[O:42].[CH3:43][CH2:44][O:45][C:46](=[O:47])[CH3:48].[H-:30].[Na+:31].[OH2:37]>>[CH3:1][O:2][c:3]1[c:4](-[c:11]2[cH:12][cH:13][cH:14][c:15]3[n:16]2[n:17][c:18]([S:28][CH3:29])[c:19]3[N:20]([C:21]([O:22][C:23]([CH3:24])([CH3:25])[CH3:26])=[O:27])[CH2:33][CH:34]2[CH2:35][CH2:36]2)[c:5]([CH3:10])[cH:6][c:7]([CH3:9])[cH:8]1. As a reaction SMILES: [CH2:1]([NH:5][C:6]1[C:15]2[C:10](=[CH:11][CH:12]=[CH:13][C:14]=2[NH:16][CH2:17][CH2:18][CH2:19][CH3:20])[CH:9]=[CH:8][CH:7]=1)[CH2:2][CH2:3][CH3:4].[C:21]1([CH3:31])[CH:26]=[CH:25][C:24](S(O)(=O)=O)=CC=1.C(O[CH2:36][CH3:37])(=O)C.[CH3:38][CH2:39]OCC>>[CH2:17]([N:16]1[C:14]2=[C:15]3[C:10](=[CH:11][CH:12]=[CH:13]2)[CH:9]=[CH:8][CH:7]=[C:6]3[N:5]([CH2:38][CH2:39][CH2:36][CH3:37])[CH:1]1[CH2:2][CH2:3][CH2:4][CH2:31][CH2:21][CH2:26][CH2:25][CH3:24])[CH2:18][CH2:19][CH3:20]. The product is C(CCC)N1C(N(C2=CC=CC3=CC=CC1=C23)CCCC)CCCCCCCC (2,3-dihydro-1,3-dibutyl-2-octyl perimidine). Reaction conditions: time 15 minute. Procedure details: A mixture of N,N'-dibutyl-1,8-naphthalene diamine (prepared in Example 2) (1.35 g, 5 mmol), nonyl aldehyde (0.78 g, 5.5 mmol), p-toluene sulfonic acid (5 mg) and ethyl acetate (5 ml) was prepared and stirred at room temperature for 15 minutes. More nonyl aldehyde (0.16 g, 1.1 mmol) was added to complete the reaction. The mixture was diluted with ether (50 ml), washed with saturated sodium carbonate (10 ml), washed with water and brine, and dried over potassium carbonate. The extract was concentr... The reactants are C(CCC)NC1=CC=CC2=CC=CC(=C12)NCCCC (N,N'-dibutyl-1,8-naphthalene diamine), nonyl aldehyde, C1(=CC=C(C=C1)S(=O)(=O)O)C (p-toluene sulfonic acid), C(C)(=O)OCC (ethyl acetate), nonyl aldehyde, CCOCC (ether). Reactants: IC=1C=C2/C(/C(NC(C2=CC1)=O)=O)=C/NC=1C=CC(=NC1)N1CCN(CC1)C(=O)OC(C)(C)C (tert-butyl 4-(5-{[(Z)-(6-iodo-1,3-dioxo-2,3-dihydroisoquinolin-4(1H)-ylidene)methyl]amino}pyridin-2-yl)piperazine-1-carboxylate), P(O)(O)(O)=O (phosphoric acid), ice, C([O-])([O-])=O.[K+].[K+] (potassium carbonate). Run in CN(C=O)C (N,N-dimethylformamide). Yields the product IC=1C=C2/C(/C(NC(C2=CC1)=O)=O)=C/NC=1C=NC(=CC1)N1CCNCC1 ((4Z)-6-Iodo-4-{[(6-piperazin-1-ylpyridin-3-yl)amino]methylene}isoquinoline-1,3(2H,4H)-dione). The yield is 84.7%. RXN SMILES: [I:1][C:2]1[CH:3]=[C:4]2[C:9](=[CH:10][CH:11]=1)[C:8](=[O:12])[NH:7][C:6](=[O:13])/[C:5]/2=[CH:14]\[NH:15][C:16]1[CH:17]=[CH:18][C:19]([N:22]2[CH2:27][CH2:26][N:25](C(OC(C)(C)C)=O)[CH2:24][CH2:23]2)=[N:20][CH:21]=1.P(=O)(O)(O)O.C(=O)([O-])[O-].[K+].[K+]>CN(C)C=O>[I:1][C:2]1[CH:3]=[C:4]2[C:9](=[CH:10][CH:11]=1)[C:8](=[O:12])[NH:7][C:6](=[O:13])/[C:5]/2=[CH:14]\[NH:15][C:16]1[CH:21]=[N:20][C:19]([N:22]2[CH2:23][CH2:24][NH:25][CH2:26][CH2:27]2)=[CH:18][CH:17]=1 |f:2.3.4|. Reported procedure: A N,N-dimethylformamide mixture (0.35 mL) of tert-butyl 4-(5-{[(Z)-(6-iodo-1,3-dioxo-2,3-dihydroisoquinolin-4(1H)-ylidene)methyl]amino}pyridin-2-yl)piperazine-1-carboxylate (100 mg, 0.1738 mmol) and concentrated phosphoric acid (1.1 mL) is heated at 60 C for 2 h. The reaction solution is then treated with an ice-cold aqueous solution of potassium carbonate (1.8 g), and filtered, the solid which is washed exhaustively with water yielded 70 mg (85%) of the title compound as a solid. MS (ESI) m/z 4... Starting materials: NO (hydroxylamine), C1(=CC=CC=C1)N(CCC(=O)OCC)S(=O)(=O)C1=CC=C(C=C1)OC (ethyl 3-[(phenyl)-(4-methoxy-benzenesulfonyl)-amino]-propionate), Cl (HCl). Run in C(C)OCC (diethyl ether). Reaction conditions: time 18 hour. Yields the product ONC(CCN(S(=O)(=O)C1=CC=C(C=C1)OC)C1=CC=CC=C1)=O (N-Hydroxy-3-[(phenyl)-(4-methoxybenzenesulfonyl)-amino]-propionamide). The yield is 67.1%. RXN SMILES: [NH2:1][OH:2].[C:3]1([N:9]([S:17]([C:20]2[CH:25]=[CH:24][C:23]([O:26][CH3:27])=[CH:22][CH:21]=2)(=[O:19])=[O:18])[CH2:10][CH2:11][C:12](OCC)=[O:13])[CH:8]=[CH:7][CH:6]=[CH:5][CH:4]=1.Cl>C(OCC)C>[OH:2][NH:1][C:12](=[O:13])[CH2:11][CH2:10][N:9]([C:3]1[CH:8]=[CH:7][CH:6]=[CH:5][CH:4]=1)[S:17]([C:20]1[CH:25]=[CH:24][C:23]([O:26][CH3:27])=[CH:22][CH:21]=1)(=[O:19])=[O:18]. Procedure details: Freshly prepared hydroxylamine reagent (20 mL; 20 mmol) was added to ethyl 3-[(phenyl)-(4-methoxy-benzenesulfonyl)-amino]-propionate (3.30 g; 9.1 mmol) and the resulting mixture stirred for 18 h at room temperature. The mixture was poured into 1 N HCl (100 mL) and extracted with CH2Cl2 (2×100 mL). The combined extracts were washed with saturated aqueous NaCl (1×100 mL), dried over MgSO4, and evaporated under reduced pressure to give a crude gum. Trituration with diethyl ether afforded 2.14 g (68... The reactants are CN1CCC(CC1)NCCC1=C(C(=CC=C1)Cl)F (1-methyl-4-(N-(2-fluoro-3-chlorophenyl)ethylamino)piperidine), C(C1=CC=CC=C1)(C1=CC=CC=C1)=N (benzophenone imine), C(C)(C)(C)P(C1=C(C=CC=C1)C1=CC=CC=C1)C(C)(C)C (2-(di-t-butylphosphino)biphenyl), CC(C)([O-])C.[Na+] (sodium t-butoxide), Cl (HCl). Reagents/catalysts: C=1C=CC(=CC1)/C=C/C(=O)/C=C/C2=CC=CC=C2.C=1C=CC(=CC1)/C=C/C(=O)/C=C/C2=CC=CC=C2.C=1C=CC(=CC1)/C=C/C(=O)/C=C/C2=CC=CC=C2.[Pd].[Pd] (Pd2(dba)3). The solvent is C1(=CC=CC=C1)C (toluene), CO (methanol). Product: CN1CCC(CC1)NCCC1=C(C(=CC=C1)N)F (1-Methyl-4-(N-(2-fluoro-3-aminophenyl)ethylamino)piperidine). The yield is 11.4%. As a reaction SMILES: [CH3:1][N:2]1[CH2:7][CH2:6][CH:5]([NH:8][CH2:9][CH2:10][C:11]2[CH:16]=[CH:15][CH:14]=[C:13](Cl)[C:12]=2[F:18])[CH2:4][CH2:3]1.C(=[NH:32])(C1C=CC=CC=1)C1C=CC=CC=1.C(P(C(C)(C)C)C1C=CC=CC=1C1C=CC=CC=1)(C)(C)C.CC(C)([O-])C.[Na+].Cl>C1(C)C=CC=CC=1.CO.C1C=CC(/C=C/C(/C=C/C2C=CC=CC=2)=O)=CC=1.C1C=CC(/C=C/C(/C=C/C2C=CC=CC=2)=O)=CC=1.C1C=CC(/C=C/C(/C=C/C2C=CC=CC=2)=O)=CC=1.[Pd].[Pd]>[CH3:1][N:2]1[CH2:7][CH2:6][CH:5]([NH:8][CH2:9][CH2:10][C:11]2[CH:16]=[CH:15][CH:14]=[C:13]([NH2:32])[C:12]=2[F:18])[CH2:4][CH2:3]1 |f:3.4,8.9.10.11.12|. Procedure: Mix 1-methyl-4-(N-(2-fluoro-3-chlorophenyl)ethylamino)piperidine (Preparation 26) (0.367 g), benzophenone imine (0.295 g), Pd2(dba)3 (50 mg), 2-(di-t-butylphosphino)biphenyl (32 mg), and sodium t-butoxide (0.182 g) in toluene (10 mL) and heat at reflux for three days. Dilute with methanol (5 mL), 30 minutes after adding 2 mL of 5N HCl, load on a SCX column (10 g), wash with methanol, elute the product with 2M NH3 in methanol, evaporate and purify on a silica gel column (35 g), using a gradient o... Starting materials: O=C(O)Cc1ccccc1Cl, O=[N+]([O-])O, O=S(=O)(O)O. The product is O=C(O)Cc1cc([N+](=O)[O-])ccc1Cl. Reaction SMILES: [Cl:1][c:2]1[c:3]([CH2:8][C:9](=[O:10])[OH:11])[cH:4][cH:5][cH:6][cH:7]1.[OH:12][N+:13]([O-:14])=[O:15].[S:16](=[O:17])(=[O:18])([OH:19])[OH:20]>>[Cl:1][c:2]1[c:3]([CH2:8][C:9](=[O:10])[OH:11])[cH:4][c:5]([N+:13](=[O:12])[O-:14])[cH:6][cH:7]1. Run in C1CCOC1 (THF), O (H2O). Reaction SMILES: C([O:4][CH2:5][C:6]([NH:32]C(=O)C)([CH2:12][CH2:13][C:14]1[CH:19]=[CH:18][C:17]([C:20]2[CH:25]=[CH:24][C:23]([CH2:26][CH2:27][CH2:28][CH2:29][CH2:30][CH3:31])=[CH:22][CH:21]=2)=[CH:16][CH:15]=1)[CH2:7][O:8]C(=O)C)(=O)C.[Li+].[OH-]>C1COCC1.O>[NH2:32][C:6]([CH2:12][CH2:13][C:14]1[CH:19]=[CH:18][C:17]([C:20]2[CH:25]=[CH:24][C:23]([CH2:26][CH2:27][CH2:28][CH2:29][CH2:30][CH3:31])=[CH:22][CH:21]=2)=[CH:16][CH:15]=1)([CH2:7][OH:8])[CH2:5][OH:4] |f:1.2|. Product: NC(CO)(CO)CCC1=CC=C(C=C1)C1=CC=C(C=C1)CCCCCC (2-Amino-2-[2-(4′-hexylbiphenyl-4-yl)-ethyl]propane-1,3-diol). Reactants: C(C)(=O)OCC(COC(C)=O)(CCC1=CC=C(C=C1)C1=CC=C(C=C1)CCCCCC)NC(C)=O (Acetic acid 2-acetoxymethyl-2-acetylamino-4-(4′-hexyl-biphenyl-4-yl)-butyl ester), [Li+].[OH-] (LiOH). Procedure: Acetic acid 2-acetoxymethyl-2-acetylamino-4-(4′-hexyl-biphenyl-4-yl)-butyl ester (0.2 mmol) is dissolved in THF (1 mL) and treated with 2 N LiOH aqueous solution (0.5 mL). The resulting mixture is stirred at reflux for 1 h and diluted with H2O (10 mL). It is then extracted with EtOAc (3×5 mL) and the combined organic phase is washed with brine and dried over Na2SO4. After concentrating, the crude product is purified with LC-MS to give the desired product as a white solid. MS: (ES+): 356.2 (M+1)+... Reactants: C(=O)(O)COC(C1=CC=C(C=C1)O)=O (4-hydroxy-benzoic acid carboxymethyl ester), COC(C(CC1=CC=C(C=C1)O)NC(CO)=O)=O (2-(2-hydroxy-acetylamino)-3-(4-hydroxy-phenyl)-propionic acid methyl ester), C1(CCCCC1)N=C=NC1CCCCC1 (1,3-dicyclohexyl carbodiimide). Run at time 6 hour. The product is OC1=CC=C(C=C1)CC(C(=O)OC)NC(=O)C(C(=O)OC)OC(C1=CC=C(C=C1)O)=O (4-Hydroxy-benzoic acid [2-(4-hydroxy-phenyl)-1-methoxycarbonyl-ethyl carbamoyl]-methoxycarbonylmethyl ester). The solvent is ClCCl (dichloro methane), ClCCl (dichloro methane). RXN SMILES: [C:1]([CH2:4][O:5][C:6](=[O:14])[C:7]1[CH:12]=[CH:11][C:10]([OH:13])=[CH:9][CH:8]=1)([OH:3])=[O:2].[CH3:15][O:16][C:17](=[O:32])[CH:18]([NH:27][C:28](=[O:31])CO)[CH2:19][C:20]1[CH:25]=[CH:24][C:23]([OH:26])=[CH:22][CH:21]=1.[CH:33]1(N=C=NC2CCCCC2)CCCCC1>ClCCl>[OH:26][C:23]1[CH:24]=[CH:25][C:20]([CH2:19][CH:18]([NH:27][C:28]([CH:4]([O:5][C:6](=[O:14])[C:7]2[CH:12]=[CH:11][C:10]([OH:13])=[CH:9][CH:8]=2)[C:1]([O:3][CH3:33])=[O:2])=[O:31])[C:17]([O:16][CH3:15])=[O:32])=[CH:21][CH:22]=1. Procedure: A solution of 4-hydroxy-benzoic acid carboxymethyl ester 16 (11.8 grams, 60.20 mmol) and 2-(2-hydroxy-acetylamino)-3-(4-hydroxy-phenyl)-propionic acid methyl ester 3 (15.23 grams, 60.19 mmol) in anhydrous dichloro methane (100 mL) under a nitrogen atmosphere at 0° C. is added to a solution of 1,3-dicyclohexyl carbodiimide (31 grams, 150.24 mmol) in dichloro methane (75 mL) drop wise. The mixture is stirred at room temperature for 6 hours. The resulting solids are filtered off. The organic phase ... Yields the product O=Cc1ccc(-c2nn(Cc3ccccc3)c3ncncc23)o1. RXN SMILES: [CH2:11]([c:12]1[cH:13][cH:14][cH:15][cH:16][cH:17]1)[n:18]1[n:19][c:20](-[c:27]2[o:28][cH:29][cH:30][cH:31]2)[c:21]2[c:22]1[n:23][cH:24][n:25][cH:26]2.[Cl:39][CH2:40][CH2:41][Cl:42].[K+:37].[K+:38].[O:6]=[CH:7][N:8]([CH3:9])[CH3:10].[P:1]([Cl:2])([Cl:3])([Cl:4])=[O:5].[P:32]([O-:33])([O-:34])([OH:35])=[O:36]>>[O:6]=[CH:7][c:29]1[o:28][c:27](-[c:20]2[n:19][n:18]([CH2:11][c:12]3[cH:13][cH:14][cH:15][cH:16][cH:17]3)[c:22]3[c:21]2[cH:26][n:25][cH:24][n:23]3)[cH:31][cH:30]1. Reactants: c1ccc(Cn2nc(-c3ccco3)c3cncnc32)cc1, ClCCCl, [K+], [K+], CN(C)C=O, O=P(Cl)(Cl)Cl, O=P([O-])([O-])O.